Dataset: the Open Reaction Database (ORD), a public repository of structured organic reaction records. Task: describe an organic reaction: reactants, conditions, products, and yield Procedure details: 1.5 g of sodium hydride was added, with stirring, to a solution of 8.2 g of 2,2-bis{4-[2-hydroxy-3-(7,7,8,9,9-pentamethyl-2,4-dioxo-1,3,8-triazaspiro[4.5]dec-3-yl)propoxy]phenyl}propane, prepared as described in Example 1, in 150 ml of N,N-dimethylformamide, and the mixture was stirred at 50°-60° C. for 2 hours. 10.0 g of n-dodecyl bromide were then added dropwise to the mixture and the whole mixture was heated at 50°-60° C. for two hours and then at 70°-80° C. for a further 4 hours, stirring al... Reactants: [H-].[Na+] (sodium hydride), OC(COC1=CC=C(C=C1)C(C)(C)C1=CC=C(C=C1)OCC(CN1C(NC2(C1=O)CC(N(C(C2)(C)C)C)(C)C)=O)O)CN2C(NC1(C2=O)CC(N(C(C1)(C)C)C)(C)C)=O (2,2-bis{4-[2-hydroxy-3-(7,7,8,9,9-pentamethyl-2,4-dioxo-1,3,8-triazaspiro[4.5]dec-3-yl)propoxy]phenyl}propane), C(CCCCCCCCCCC)Br (n-dodecyl bromide). Reaction conditions: time 2 hour. As a reaction SMILES: [H-].[Na+].[OH:3][CH:4]([CH2:44][N:45]1[C:49](=[O:50])[C:48]2([CH2:55][C:54]([CH3:57])([CH3:56])[N:53]([CH3:58])[C:52]([CH3:60])([CH3:59])[CH2:51]2)[NH:47][C:46]1=[O:61])[CH2:5][O:6][C:7]1[CH:12]=[CH:11][C:10]([C:13]([C:16]2[CH:21]=[CH:20][C:19]([O:22][CH2:23][CH:24]([OH:43])[CH2:25][N:26]3[C:30](=[O:31])[C:29]4([CH2:36][C:35]([CH3:38])([CH3:37])[N:34]([CH3:39])[C:33]([CH3:41])([CH3:40])[CH2:32]4)[NH:28][C:27]3=[O:42])=[CH:18][CH:17]=2)([CH3:15])[CH3:14])=[CH:9][CH:8]=1.[CH2:62](Br)[CH2:63][CH2:64][CH2:65][CH2:66][CH2:67][CH2:68][CH2:69][CH2:70][CH2:71][CH2:72][CH3:73]>CN(C)C=O>[CH2:62]([O:43][CH:24]([CH2:25][N:26]1[C:30](=[O:31])[C:29]2([CH2:36][C:35]([CH3:37])([CH3:38])[N:34]([CH3:39])[C:33]([CH3:40])([CH3:41])[CH2:32]2)[NH:28][C:27]1=[O:42])[CH2:23][O:22][C:19]1[CH:20]=[CH:21][C:16]([C:13]([C:10]2[CH:9]=[CH:8][C:7]([O:6][CH2:5][CH:4]([O:3][CH2:20][CH2:19][CH2:18][CH2:17][CH2:16][CH2:13][CH2:10][CH2:9][CH2:8][CH2:7][CH2:12][CH3:11])[CH2:44][N:45]3[C:49](=[O:50])[C:48]4([CH2:55][C:54]([CH3:57])([CH3:56])[N:53]([CH3:58])[C:52]([CH3:60])([CH3:59])[CH2:51]4)[NH:47][C:46]3=[O:61])=[CH:12][CH:11]=2)([CH3:15])[CH3:14])=[CH:17][CH:18]=1)[CH2:63][CH2:64][CH2:65][CH2:66][CH2:67][CH2:68][CH2:69][CH2:70][CH2:71][CH2:72][CH3:73] |f:0.1|. The solvent is CN(C=O)C (N,N-dimethylformamide). Yields the product C(CCCCCCCCCCC)OC(COC1=CC=C(C=C1)C(C)(C)C1=CC=C(C=C1)OCC(CN1C(NC2(C1=O)CC(N(C(C2)(C)C)C)(C)C)=O)OCCCCCCCCCCCC)CN2C(NC1(C2=O)CC(N(C(C1)(C)C)C)(C)C)=O (2,2-Bis{4-[2-dodecyloxy-3-(7,7,8,9,9-pentamethyl-2,4-dioxo-1,3,8-triazaspiro[4.5]dec-3-yl)propoxy]phenyl}propane). The reactants are CCCCP(CCCC)CCCC, CCOCC, O=C(N=NC(=O)N1CCCCC1)N1CCCCC1, C1CCOC1, COC(=O)CCc1ccc(O)cc1, OCc1cccc(-c2csc3ccccc23)c1. Yields the product COC(=O)CCc1ccc(OCc2cccc(-c3csc4ccccc34)c2)cc1. As a reaction SMILES: [CH2:31]([P:32]([CH2:33][CH2:34][CH2:35][CH3:36])[CH2:37][CH2:38][CH2:39][CH3:40])[CH2:41][CH2:42][CH3:43].[CH3:67][CH2:68][O:69][CH2:70][CH3:71].[N:44]([C:45]([N:46]1[CH2:47][CH2:48][CH2:49][CH2:50][CH2:51]1)=[O:52])=[N:53][C:54]([N:55]1[CH2:56][CH2:57][CH2:58][CH2:59][CH2:60]1)=[O:61].[O:62]1[CH2:63][CH2:64][CH2:65][CH2:66]1.[OH:18][c:19]1[cH:20][cH:21][c:22]([CH2:25][CH2:26][C:27](=[O:28])[O:29][CH3:30])[cH:23][cH:24]1.[s:1]1[cH:2][c:3](-[c:10]2[cH:11][c:12]([CH2:16][OH:17])[cH:13][cH:14][cH:15]2)[c:4]2[c:5]1[cH:6][cH:7][cH:8][cH:9]2>>[s:1]1[cH:2][c:3](-[c:10]2[cH:11][c:12]([CH2:16][O:17][c:19]3[cH:20][cH:21][c:22]([CH2:25][CH2:26][C:27](=[O:28])[O:29][CH3:30])[cH:23][cH:24]3)[cH:13][cH:14][cH:15]2)[c:4]2[c:5]1[cH:6][cH:7][cH:8][cH:9]2.